From a dataset of the Open Reaction Database (ORD), a public repository of structured organic reaction records. describe an organic reaction: reactants, conditions, products, and yield Starting materials: IR(KBr), B(Br)(Br)Br (Boron tribromide), C(C1=CC=CC=C1)O[C@H]1[C@@H](C2=C(OC1(C)C)C=C(S2)C#N)N2C(CCCC2)=O (trans-6-benzyloxy-2-cyano-5,6-dihydro-5,5-dimethyl-7-(2-oxopiperidin-1-yl) -7H-thieno[3,2-b]pyran), ice water. Solvent: ClCCl (dichloromethane). Reaction conditions: time 1 hour. The product is C(#N)C1=CC=2OC([C@H]([C@@H](C2S1)N1C(CCCC1)=O)O)(C)C (trans-2-Cyano-5,6-dihydro-6-hydroxy-5,5-dimethyl-7-(2-oxopiperidin-1-yl) -7H-thieno[3,2-b]pyran). Reaction SMILES: B(Br)(Br)Br.C([O:12][C@@H:13]1[C:18]([CH3:20])([CH3:19])[O:17][C:16]2[CH:21]=[C:22]([C:24]#[N:25])[S:23][C:15]=2[C@H:14]1[N:26]1[CH2:31][CH2:30][CH2:29][CH2:28][C:27]1=[O:32])C1C=CC=CC=1>ClCCl>[C:24]([C:22]1[S:23][C:15]2[C@@H:14]([N:26]3[CH2:31][CH2:30][CH2:29][CH2:28][C:27]3=[O:32])[C@H:13]([OH:12])[C:18]([CH3:20])([CH3:19])[O:17][C:16]=2[CH:21]=1)#[N:25]. Procedure: Boron tribromide (1.0 M in dichloromethane, 17.6 mL, 17.6 mmol) was slowly added to a solution of trans-6-benzyloxy-2-cyano-5,6-dihydro-5,5-dimethyl-7-(2-oxopiperidin-1-yl) -7H-thieno[3,2-b]pyran (1.4 g, 3.5 mmol) in dichloromethane (40 mL) at0° C. and stirred for 1h. The solution was poured into ice water. The organic layer was washed with water and dried over magnesium sulfate. The solvent was evaporated in vacuo, and the residue was purified by flash chromatography using 3% methanol in dichlo... Reactants: C=1(C(=CC=CC1)C#N)C (Toluonitrile), C(CCC)[Li] (Butyllithium), NC1=CC=CC=C1 (aniline), C(C)(C)C1=C(N)C=CC=C1 (2-isopropylaniline), O (water). The solvent is C(C)OCC (diethylether), CCCCC (pentane). Reaction conditions: temperature 0 celsius, time 2 hour. Product: C(C)(C)C1=C(C=CC=C1)NC(C1=CC=C(C=C1)C)=N (N1-(2-isopropylphenyl)-4-methylbenzamidine). RXN SMILES: [CH:1]([C:4]1[CH:10]=[CH:9][CH:8]=[CH:7][C:5]=1[NH2:6])([CH3:3])[CH3:2].[CH2:11]([Li])CCC.NC1C=CC=CC=1.[C:23]1(C)[C:24]([C:29]#[N:30])=[CH:25][CH:26]=[CH:27][CH:28]=1.O>CCCCC.C(OCC)C>[CH:1]([C:4]1[CH:10]=[CH:9][CH:8]=[CH:7][C:5]=1[NH:6][C:29](=[NH:30])[C:24]1[CH:23]=[CH:28][C:27]([CH3:11])=[CH:26][CH:25]=1)([CH3:3])[CH3:2]. Procedure details: 2-isopropylaniline (5.0 mL, 36.1 mmol) was added to 100 mL of diethylether and cooled to 0° C. Butyllithium (18.0 mL of 2.0 M solution in pentane, 36.1 mmol) was added dropwise to the cooled aniline solution, affording a light yellow suspension after complete addition. The slurry was warmed to room temperature and stirred for 2 hours. Toluonitrile (4.23 g, 36.1 mmol) was added slowly resulting in the formation of a bright yellow solution after complete addition. Stirring was continued for 1 hour...